Dataset: the Open Reaction Database (ORD), a public repository of structured organic reaction records. Task: describe an organic reaction: reactants, conditions, products, and yield RXN SMILES: [CH2:1]([CH:2]=[CH2:3])[C:4]([C:5](=[O:6])[O:7][CH3:8])([CH2:9][CH:10]=[CH2:11])[c:12]1[cH:13][cH:14][cH:15][cH:16][cH:17]1.[Cl:18][CH2:19][Cl:20]>>[CH2:1]1[C:4]([C:5](=[O:6])[O:7][CH3:8])([c:12]2[cH:13][cH:14][cH:15][cH:16][cH:17]2)[CH2:9][CH:10]=[CH:11]1. Starting materials: C=CCC(CC=C)(C(=O)OC)c1ccccc1, ClCCl. The product is COC(=O)C1(c2ccccc2)CC=CC1. Reactants: CON(C(=O)C1CN(CCC1)C(=O)OC(C)(C)C)C (Tert-butyl 3-(methoxy(methyl)carbamoyl)piperidine-1-carboxylate), C[Mg]Br (methylmagnesium bromide). The solvent is C1CCOC1 (THF). Conditions: temperature 0 celsius, time 8 hour. Product: C(C)(=O)C1CN(CCC1)C(=O)OC(C)(C)C (tert-butyl 3-acetylpiperidine-1-carboxylate). Yield: 70.4%. As a reaction SMILES: CON(C)[C:4]([CH:6]1[CH2:11][CH2:10][CH2:9][N:8]([C:12]([O:14][C:15]([CH3:18])([CH3:17])[CH3:16])=[O:13])[CH2:7]1)=[O:5].[CH3:20][Mg]Br>C1COCC1>[C:4]([CH:6]1[CH2:11][CH2:10][CH2:9][N:8]([C:12]([O:14][C:15]([CH3:16])([CH3:17])[CH3:18])=[O:13])[CH2:7]1)(=[O:5])[CH3:20]. Procedure: Tert-butyl 3-(methoxy(methyl)carbamoyl)piperidine-1-carboxylate (8.17 g, 30 mmol) was dissolved in THF (100 mL) and cooled to 0° C., methylmagnesium bromide (3.0 M in Et2O, 11 mL, 33 mmol) was added dropwise. The reaction mixture was warmed to room temperature and stirred overnight. After quench with saturated NH4Cl, the reaction mixture was extracted with EtOAc, dried and concentrated. The crude product was column purified with mixture of hexane and EtOAc to give tert-butyl 3-acetylpiperidine-1... Starting materials: C(C)(C)(C)C1=CC(=C(C=N1)C=1N([C@]([C@](N1)(C)C1=CC=C(C=C1)Cl)(C)C1=CC=C(C=C1)Cl)C(=O)Cl)OCC ((4S,5R)-2-(6-tert-butyl-4-ethoxy-pyridin-3-yl)-4,5-bis-(4-chloro-phenyl)-4,5-dimethyl-4,5-dihydro-imidazole-1-carbonyl chloride), N1CCNCC1 (piperazine). The product is C(C)(C)(C)C1=CC(=C(C=N1)C=1N([C@]([C@](N1)(C)C1=CC=C(C=C1)Cl)(C)C1=CC=C(C=C1)Cl)C(=O)N1CCNCC1)OCC ([(4S,5R)-2-(6-tert-Butyl-4-ethoxy-pyridin-3-yl)-4,5-bis-(4-chloro-phenyl)-4,5-dimethyl-4,5-dihydro-imidazol-1-yl]-piperazin-1-yl-methanone). RXN SMILES: [C:1]([C:5]1[N:10]=[CH:9][C:8]([C:11]2[N:12]([C:32](Cl)=[O:33])[C@@:13]([C:25]3[CH:30]=[CH:29][C:28]([Cl:31])=[CH:27][CH:26]=3)([CH3:24])[C@@:14]([C:17]3[CH:22]=[CH:21][C:20]([Cl:23])=[CH:19][CH:18]=3)([CH3:16])[N:15]=2)=[C:7]([O:35][CH2:36][CH3:37])[CH:6]=1)([CH3:4])([CH3:3])[CH3:2].[NH:38]1[CH2:43][CH2:42][NH:41][CH2:40][CH2:39]1>>[C:1]([C:5]1[N:10]=[CH:9][C:8]([C:11]2[N:12]([C:32]([N:38]3[CH2:43][CH2:42][NH:41][CH2:40][CH2:39]3)=[O:33])[C@@:13]([C:25]3[CH:26]=[CH:27][C:28]([Cl:31])=[CH:29][CH:30]=3)([CH3:24])[C@@:14]([C:17]3[CH:18]=[CH:19][C:20]([Cl:23])=[CH:21][CH:22]=3)([CH3:16])[N:15]=2)=[C:7]([O:35][CH2:36][CH3:37])[CH:6]=1)([CH3:2])([CH3:3])[CH3:4]. Reported procedure: In a manner analogous to the method described in example 8, (4S,5R)-2-(6-tert-butyl-4-ethoxy-pyridin-3-yl)-4,5-bis-(4-chloro-phenyl)-4,5-dimethyl-4,5-dihydro-imidazole-1-carbonyl chloride (example 51) was reacted with piperazine (Aldrich) to give [(4S,5R)-2-(6-tert-Butyl-4-ethoxy-pyridin-3-yl)-4,5-bis-(4-chloro-phenyl)-4,5-dimethyl-4,5-dihydro-imidazol-1-yl]-piperazin-1-yl-methanone. Reactants: O=C(CNC(=O)c1cccc(C(F)(F)F)c1)NC1CNC1, O=C1CCC(O)(c2nccs2)CC1. The product is O=C(CNC(=O)c1cccc(C(F)(F)F)c1)NC1CN(C2CCC(O)(c3nccs3)CC2)C1. Reaction SMILES: [NH:14]1[CH2:15][CH:16]([NH:18][C:19](=[O:20])[CH2:21][NH:22][C:23]([c:24]2[cH:25][c:26]([C:30]([F:31])([F:32])[F:33])[cH:27][cH:28][cH:29]2)=[O:34])[CH2:17]1.[OH:1][C:2]1([c:9]2[s:10][cH:11][cH:12][n:13]2)[CH2:3][CH2:4][C:5](=[O:8])[CH2:6][CH2:7]1>>[OH:1][C:2]1([c:9]2[s:10][cH:11][cH:12][n:13]2)[CH2:3][CH2:4][CH:5]([N:14]2[CH2:15][CH:16]([NH:18][C:19](=[O:20])[CH2:21][NH:22][C:23]([c:24]3[cH:25][c:26]([C:30]([F:31])([F:32])[F:33])[cH:27][cH:28][cH:29]3)=[O:34])[CH2:17]2)[CH2:6][CH2:7]1.